From a dataset of the Open Reaction Database (ORD), a public repository of structured organic reaction records. describe an organic reaction: reactants, conditions, products, and yield Reactants: ClC1=NC=C(C(=N1)N)C (2-chloro-5-methyl-pyrimidin-4-ylamine), BrC1=CC(=C(C=C1)F)OC (4-bromo-1-fluoro-2-methoxy-benzene), CC1(C2=C(C(=CC=C2)P(C3=CC=CC=C3)C4=CC=CC=C4)OC5=C(C=CC=C51)P(C6=CC=CC=C6)C7=CC=CC=C7)C (Xantphos), C([O-])([O-])=O.[Cs+].[Cs+] (cesium carbonate). The reagents and catalysts are C=1C=CC(=CC1)/C=C/C(=O)/C=C/C2=CC=CC=C2.C=1C=CC(=CC1)/C=C/C(=O)/C=C/C2=CC=CC=C2.C=1C=CC(=CC1)/C=C/C(=O)/C=C/C2=CC=CC=C2.[Pd].[Pd] (Pd2(dba)3). Solvent: O1CCOCC1 (dioxane), C(Cl)Cl (DCM). Yields the product ClC1=NC=C(C(=N1)NC1=CC(=C(C=C1)F)OC)C ((2-Chloro-5-methyl-pyrimidin-4-yl)-(4-fluoro-3-methoxy-phenyl)-amine). The yield is 13.8%. Reaction SMILES: [Cl:1][C:2]1[N:7]=[C:6]([NH2:8])[C:5]([CH3:9])=[CH:4][N:3]=1.Br[C:11]1[CH:16]=[CH:15][C:14]([F:17])=[C:13]([O:18][CH3:19])[CH:12]=1.CC1(C)C2C(=C(P(C3C=CC=CC=3)C3C=CC=CC=3)C=CC=2)OC2C(P(C3C=CC=CC=3)C3C=CC=CC=3)=CC=CC1=2.C(=O)([O-])[O-].[Cs+].[Cs+]>O1CCOCC1.C(Cl)Cl.C1C=CC(/C=C/C(/C=C/C2C=CC=CC=2)=O)=CC=1.C1C=CC(/C=C/C(/C=C/C2C=CC=CC=2)=O)=CC=1.C1C=CC(/C=C/C(/C=C/C2C=CC=CC=2)=O)=CC=1.[Pd].[Pd]>[Cl:1][C:2]1[N:7]=[C:6]([NH:8][C:11]2[CH:16]=[CH:15][C:14]([F:17])=[C:13]([O:18][CH3:19])[CH:12]=2)[C:5]([CH3:9])=[CH:4][N:3]=1 |f:3.4.5,8.9.10.11.12|. Procedure: A mixture of 2-chloro-5-methyl-pyrimidin-4-ylamine (1.2 g, 8.1 mmol), 4-bromo-1-fluoro-2-methoxy-benzene (1.8 g, 8.9 mmol), Pd2(dba)3 (0.74 g, 0.81 mmol), Xantphos (0.93 g, 1.6 mmol) and cesium carbonate (7.88 g, 24.2 mmol) were suspended in dioxane (60 mL) and heated at reflux under the argon atmosphere for 5 h. The reaction mixture was cooled to room temperature and diluted with DCM (30 mL). The mixture was filtered and the filtrate concentrated in vacuo. The residue was purified by flash chro...